This data is from the Open Reaction Database (ORD), a public repository of structured organic reaction records. The task is: describe an organic reaction: reactants, conditions, products, and yield Reactants: C1=CC(=CC(=C1)O)C(CN)O.Cl (norphenylephrine hydrochloride), COC(=N)C1=CC=CC=N1 (methyl iminopicolinate). Solvent: O1CCCC1 (tetrahydrofuran), C(C)(=O)OCC (ethyl acetate), O (water), C(C)#N (acetonitrile). Yields the product OC=1C=C(C=CC1)C1CN=C(O1)C1=NC=CC=C1 (4,5-Dihydro-5-(3-hydroxyphenyl)-2-(2-pyridyl)-1,3-oxazole). RXN SMILES: [CH:1]1[CH:6]=[C:5]([OH:7])[CH:4]=[C:3]([CH:8]([OH:11])[CH2:9][NH2:10])[CH:2]=1.Cl.CO[C:15]([C:17]1[N:22]=[CH:21][CH:20]=[CH:19][CH:18]=1)=N>O1CCCC1.C(OCC)(=O)C.O.C(#N)C>[OH:7][C:5]1[CH:4]=[C:3]([CH:8]2[O:11][C:15]([C:17]3[CH:18]=[CH:19][CH:20]=[CH:21][N:22]=3)=[N:10][CH2:9]2)[CH:2]=[CH:1][CH:6]=1 |f:0.1|. Reported procedure: A mixture of (±) norphenylephrine hydrochloride (10 g, 0.05 mol) and methyl iminopicolinate (8 g, 0.059 mol) in tetrahydrofuran (300 ml) is heated to reflux for 16 hours. The mixture is dissolved in ethyl acetate and water. The aqueous layer is extracted twice with ethyl acetate. The combined ethyl acetate solutions are washed twice with dilute aqueous sodium chloride solution, dried over anhydrous magnesium sulfate and concentrated to dryness to obtain a partially crystalline material. This mat... RXN SMILES: [CH3:16][CH2:17][OH:18].[CH:13]([CH3:14])=[O:15].[NH:1]([NH2:2])[C:3]1=[N:4][CH2:5][CH2:6][c:7]2[cH:8][cH:9][cH:10][cH:11][c:12]21>>[NH:1]([N:2]=[CH:13][CH3:14])[C:3]1=[N:4][CH2:5][CH2:6][c:7]2[cH:8][cH:9][cH:10][cH:11][c:12]21. Product: CC=NNC1=NCCc2ccccc21. The reactants are CCO, CC=O, NNC1=NCCc2ccccc21.